Dataset: the Open Reaction Database (ORD), a public repository of structured organic reaction records. Task: describe an organic reaction: reactants, conditions, products, and yield The reactants are C(CCC)[Li] (n-Butyllithium), solution, [Br-].[Mg+2].[Br-] (magnesium bromide), COC1=CC=CC2=C1N=CO2 (4-Methoxybenzoxazole), C(C)=O (acetaldehyde). The solvent is hexanes, O1CCCC1 (tetrahydrofuran). Conditions: temperature -78 celsius, time 15 minute. The product is OC(C)C=1OC2=C(N1)C(=CC=C2)OC (2-(1-Hydroxyethyl)-4-methoxybenzoxazole). RXN SMILES: [CH3:1][O:2][C:3]1[C:8]2[N:9]=[CH:10][O:11][C:7]=2[CH:6]=[CH:5][CH:4]=1.C([Li])CCC.[Br-].[Mg+2].[Br-].[CH:20](=[O:22])[CH3:21]>O1CCCC1>[OH:22][CH:20]([C:10]1[O:11][C:7]2[CH:6]=[CH:5][CH:4]=[C:3]([O:2][CH3:1])[C:8]=2[N:9]=1)[CH3:21] |f:2.3.4|. Procedure: 4-Methoxybenzoxazole (6.0 g) was dissolved in tetrahydrofuran (225 ml) and cooled to −78° C. under nitrogen. n-Butyllithium (26.5 ml of a 1.6M solution in hexanes) was added, and the mixture stirred at −78° C. for 30 minutes before addition of magnesium bromide etherate (11.5 g). The resulting heterogeneous mixture was stirred at −45° C. for 15 minutes, and then cooled to −78° C. A solution of acetaldehyde (2.3 ml) was added from a pre-cooled syringe. The mixture was stirred at −78° C. for 3 h, ... Starting materials: Cc1ccccc1, CC(C)N(CCCl)C(C)C, [NH2-], [Na], O, N#CCc1ccccc1. The product is CC(C)N(CCC(C#N)c1ccccc1)C(C)C. As a reaction SMILES: [CH3:23][c:24]1[cH:25][cH:26][cH:27][cH:28][cH:29]1.[Cl:10][CH2:11][CH2:12][N:13]([CH:14]([CH3:15])[CH3:16])[CH:17]([CH3:18])[CH3:19].[NH2-:21].[Na:20].[OH2:22].[c:1]1([CH2:7][C:8]#[N:9])[cH:2][cH:3][cH:4][cH:5][cH:6]1>>[c:1]1([CH:7]([C:8]#[N:9])[CH2:11][CH2:12][N:13]([CH:14]([CH3:15])[CH3:16])[CH:17]([CH3:18])[CH3:19])[cH:2][cH:3][cH:4][cH:5][cH:6]1. Reactants: BrCC(=O)C1=CC(=C(C(=C1)[N+](=O)[O-])O)O (2-bromo-3',4'-dihydroxy-5'-nitroacetophenone), NCC(=O)C1=CC=CC=C1 (2-aminoacetophenone), CN(C=O)C (N,N-dimethylformamide). Yields the product OC=1C=C(C(=O)C=2NC3=CC=CC=C3C2C)C=C(C1O)[N+](=O)[O-] (2-(3,4-dihydroxy-5-nitrobenzoyl)-3-methylindole). RXN SMILES: Br[CH2:2][C:3]([C:5]1[CH:10]=[C:9]([N+:11]([O-:13])=[O:12])[C:8]([OH:14])=[C:7]([OH:15])[CH:6]=1)=[O:4].N[CH2:17][C:18]([C:20]1[CH:25]=[CH:24][CH:23]=[CH:22][CH:21]=1)=O.C[N:27](C)C=O>>[OH:15][C:7]1[CH:6]=[C:5]([CH:10]=[C:9]([N+:11]([O-:13])=[O:12])[C:8]=1[OH:14])[C:3]([C:2]1[NH:27][C:25]2[C:20]([C:18]=1[CH3:17])=[CH:21][CH:22]=[CH:23][CH:24]=2)=[O:4]. Reported procedure: A solution of 5.52 g of 2-bromo-3',4'-dihydroxy-5'-nitroacetophenone and 2.7 g of 2-aminoacetophenone in 100 ml of dry N,N-dimethylformamide is stirred at 90° for 24 hours. The reaction mixture is evaporated, the residue is dissolved in ethyl acetate, washed with water, dried over sodium sulfate, filtered and evaporated. There is obtained 2-(3,4-dihydroxy-5-nitrobenzoyl)-3-methylindole of m.p. 212°-214° (from n-butanol). Starting materials: C(Cl)Cl (methylene chloride), ClC=1C(=CC(=NC1)NS(=O)(=O)C)C(C1=C(C=CC(=C1)F)F)SC1=CC=C(C=C1)Cl (N-[5-chloro-4-[(4-chlorophenylthio)(2,5-difluorophenyl)methyl]pyridin-2-yl]methanesulfonamide), ClC1=CC(=CC=C1)C(=O)OO (3-chloroperbenzoic acid), ClC1=CC(=CC=C1)C(=O)OO (3-chloroperbenzoic acid), S(=S)(=O)([O-])[O-].[Na+].[Na+] (sodium thiosulfate). The solvent is CCCCCC (hexane), CCOCC (ether). Run at temperature 0 celsius, time 50 minute. Product: ClC=1C(=CC(=NC1)NS(=O)(=O)C)C(C1=C(C=CC(=C1)F)F)S(=O)C1=CC=C(C=C1)Cl (N-[5-Chloro-4-[(4-chlorophenylsulfinyl)(2,5-difluorophenyl)methyl]pyridin-2-yl]methanesulfonamide). The yield is 82.2%. Reaction SMILES: C(Cl)Cl.[Cl:4][C:5]1[C:6]([CH:16]([S:25][C:26]2[CH:31]=[CH:30][C:29]([Cl:32])=[CH:28][CH:27]=2)[C:17]2[CH:22]=[C:21]([F:23])[CH:20]=[CH:19][C:18]=2[F:24])=[CH:7][C:8]([NH:11][S:12]([CH3:15])(=[O:14])=[O:13])=[N:9][CH:10]=1.ClC1C=CC=C(C(OO)=[O:41])C=1.S([O-])([O-])(=O)=S.[Na+].[Na+]>CCOCC.CCCCCC>[Cl:4][C:5]1[C:6]([CH:16]([S:25]([C:26]2[CH:31]=[CH:30][C:29]([Cl:32])=[CH:28][CH:27]=2)=[O:41])[C:17]2[CH:22]=[C:21]([F:23])[CH:20]=[CH:19][C:18]=2[F:24])=[CH:7][C:8]([NH:11][S:12]([CH3:15])(=[O:13])=[O:14])=[N:9][CH:10]=1 |f:3.4.5|. Procedure details: To a methylene chloride (10 ml) solution of N-[5-chloro-4-[(4-chlorophenylthio)(2,5-difluorophenyl)methyl]pyridin-2-yl]methanesulfonamide (331 mg, 0.696 mmol) was added 3-chloroperbenzoic acid (120 mg, 0.696 mmol) at 0° C. The resulting mixture was stirred at 0° C. for 50 minutes. At the same temperature, 3-chloroperbenzoic acid (60 mg, 0.348 mmol) was added to the reaction mixture. After stirring at 0° C. for 10 minutes, a saturated aqueous solution of sodium thiosulfate was added to the reacti... Reactants: N1(CCOCC1)C1=NC=CC(=C1)N (2-morpholin-4-yl-pyridin-4-ylamine), C(C)(=O)[O-].[Na+] (sodium acetate), ICl (iodine monochloride), O (water). The solvent is C(C)(=O)O (acetic acid), C(C)(=O)O (acetic acid). Run at temperature 15 celsius, time 20 minute. Product: IC=1C(=CC(=NC1)N1CCOCC1)N (5-iodo-2-morpholin-4-yl-pyridin-4-ylamine). Isolated yield 17.8%. RXN SMILES: [N:1]1([C:7]2[CH:12]=[C:11]([NH2:13])[CH:10]=[CH:9][N:8]=2)[CH2:6][CH2:5][O:4][CH2:3][CH2:2]1.C([O-])(=O)C.[Na+].[I:19]Cl.O>C(O)(=O)C>[I:19][C:10]1[C:11]([NH2:13])=[CH:12][C:7]([N:1]2[CH2:2][CH2:3][O:4][CH2:5][CH2:6]2)=[N:8][CH:9]=1 |f:1.2|. Procedure: To a stirred solution of 92.8 g (311 mmol, 60 wt % purity) 2-morpholin-4-yl-pyridin-4-ylamine in 1000 ml glacial acetic acid was added 76.5 g (932 mmol) sodium acetate and the mixture was then cooled to 15° C. in an ice-bath. A solution of 50.4 g (311 mmol) iodine monochloride in 200 ml glacial acetic acid was then added dropwise at a rate such that the reaction temperature remained at 10-15° C. After 40 min the addition was complete. The reaction mixture was then stirred for a further 20 min be... Starting materials: CO, Cc1cnc(C(=O)O)cn1, Cl. Product: COC(=O)c1cnc(C)cn1. RXN SMILES: [CH3:12][OH:13].[CH3:1][c:2]1[n:3][cH:4][c:5]([C:8](=[O:9])[OH:10])[n:6][cH:7]1.[Cl:11]>>[CH3:1][c:2]1[n:3][cH:4][c:5]([C:8]([O:9][CH3:12])=[O:10])[n:6][cH:7]1.